This data is from the Open Reaction Database (ORD), a public repository of structured organic reaction records. The task is: describe an organic reaction: reactants, conditions, products, and yield The reactants are ClCCl, O=[N+]([O-])c1ccc(N2CCCC2CO)c(F)c1, [O-][I+3]([O-])([O-])[O-]. The product is O=CC1CCCN1c1ccc([N+](=O)[O-])cc1F. RXN SMILES: [Cl:23][CH2:24][Cl:25].[F:1][c:2]1[c:3]([N:11]2[CH:12]([CH2:16][OH:17])[CH2:13][CH2:14][CH2:15]2)[cH:4][cH:5][c:6]([N+:8](=[O:9])[O-:10])[cH:7]1.[O-:18][I+3:19]([O-:20])([O-:21])[O-:22]>>[F:1][c:2]1[c:3]([N:11]2[CH:12]([CH:16]=[O:17])[CH2:13][CH2:14][CH2:15]2)[cH:4][cH:5][c:6]([N+:8](=[O:9])[O-:10])[cH:7]1. The reactants are C(C)(C)C=1C=CC(C1)=C(C)C (3-isopropyl-6,6-dimethylfulvene), [H-].[H-].[H-].[H-].[Li+].[Al+3] (LAH). Product: C(C)(C)C1=CC(=CC1)C(C)C (1,3-diisopropylcyclopentadiene). RXN SMILES: [CH:1]([C:4]1[CH:5]=[CH:6][C:7](=[C:9]([CH3:11])[CH3:10])[CH:8]=1)([CH3:3])[CH3:2].[H-].[H-].[H-].[H-].[Li+].[Al+3]>>[CH:9]([C:7]1[CH2:6][CH:5]=[C:4]([CH:1]([CH3:3])[CH3:2])[CH:8]=1)([CH3:11])[CH3:10] |f:1.2.3.4.5.6|. Procedure details: Therefore, 1,3-diisopropylcyclopentadiene was selected as the starting point for the synthesis. Unfortunately, the reported syntheses of 1,3-diisopropylcyclopentadiene gave low yields since the final step was always separation of the 1,3 product from the 1,2 product. A more selective method was found by extension of work by Nile in which he prepared a number of 1,3 disubstituted cyclopentadienes using a fulvene route. Using this method, reaction of isopropylcyclopentadiene with acetone catalyzed... Starting materials: OC=1C=C(C=CC1O)CC(=O)OC (methyl 2-(3,4-dihydroxyphenyl)acetate), BrCCNC(OC(C)(C)C)=O (tert-butyl 2-bromoethylcarbamate), C(=O)([O-])[O-].[K+].[K+] (K2CO3), Cl (HCl), [OH-].[Na+] (NaOH). Run in CN(C)C=O (DMF), CO (MeOH), O (Water), C1CCOC1 (THF). Run at temperature 60 celsius, time 8 hour. Yields the product C(C)(C)(C)OC(=O)NCCOC=1C=C(C=CC1OCCNC(=O)OC(C)(C)C)CC(=O)O (2-(3,4-bis(2-(tert-butoxycarbonylamino)ethoxy)phenyl)acetic acid). As a reaction SMILES: [OH:1][C:2]1[CH:3]=[C:4]([CH2:9][C:10]([O:12]C)=[O:11])[CH:5]=[CH:6][C:7]=1[OH:8].Br[CH2:15][CH2:16][NH:17][C:18](=[O:24])[O:19][C:20]([CH3:23])([CH3:22])[CH3:21].[C:25]([O-:28])([O-])=[O:26].[K+].[K+].[OH-].[Na+].Cl>CN(C=O)C.CO.C1COCC1.O>[C:20]([O:19][C:18]([NH:17][CH2:16][CH2:15][O:1][C:2]1[CH:3]=[C:4]([CH2:9][C:10]([OH:12])=[O:11])[CH:5]=[CH:6][C:7]=1[O:8][CH2:15][CH2:16][NH:17][C:25]([O:28][C:20]([CH3:23])([CH3:22])[CH3:21])=[O:26])=[O:24])([CH3:23])([CH3:22])[CH3:21] |f:2.3.4,5.6|. Procedure: To methyl 2-(3,4-dihydroxyphenyl)acetate (1.0 g) in DMF (10 mL) was added tert-butyl 2-bromoethylcarbamate (2.7 g) and K2CO3 (1.7 g). The resulting reaction mixture was stirred at 60° C. overnight. Water was added and the aqueous phase extracted with EtOAc. The organic phase was then dried and concentrated. The residue was purified by flash chromatography. The product was obtained as a mixture of mono- and bis-alkylation. The mixture was then dissolved in MeOH and THF (10 mL, 1:1) and 1N NaOH wa... Starting materials: CC(=O)N1CCc2c(nc(-c3ccc(Nc4cccc(OCc5ccccc5)n4)cc3)nc2N2CCOCC2C)C1, CO, CC(=O)O. Yields the product CC(=O)N1CCc2c(nc(-c3ccc(Nc4cccc(=O)[nH]4)cc3)nc2N2CCOCC2C)C1. Reaction SMILES: [CH2:1]([c:2]1[cH:3][cH:4][cH:5][cH:6][cH:7]1)[O:8][c:9]1[cH:10][cH:11][cH:12][c:13]([NH:15][c:16]2[cH:17][cH:18][c:19](-[c:22]3[n:23][c:24]([N:35]4[CH:36]([CH3:41])[CH2:37][O:38][CH2:39][CH2:40]4)[c:25]4[c:26]([n:27]3)[CH2:28][N:29]([C:32]([CH3:33])=[O:34])[CH2:30][CH2:31]4)[cH:20][cH:21]2)[n:14]1.[CH3:42][OH:43].[CH3:44][C:45](=[O:46])[OH:47]>>[O:8]=[c:9]1[cH:10][cH:11][cH:12][c:13]([NH:15][c:16]2[cH:17][cH:18][c:19](-[c:22]3[n:23][c:24]([N:35]4[CH:36]([CH3:41])[CH2:37][O:38][CH2:39][CH2:40]4)[c:25]4[c:26]([n:27]3)[CH2:28][N:29]([C:32]([CH3:33])=[O:34])[CH2:30][CH2:31]4)[cH:20][cH:21]2)[nH:14]1. Reactants: C12CNCCC2CN1C1=NC2=CC=CC=C2N=C1 (2-(3,8-diaza-bicyclo[4.2.0]oct-8-yl)-quinoxaline), BrC1=C(C=CC=C1)C(=O)N1CC2CNC2C1 ((2-Bromo-phenyl)-(3,6-diaza-bicyclo[3.2.0]hept-3-yl)-methanone), ClC1=NC=CC(=N1)C (2-chloro-4-methylpyrimidine). Yields the product BrC1=C(C=CC=C1)C(=O)N1CC2CN(C2C1)C1=NC=CC(=N1)C ((2-Bromo-phenyl)-[6-(4-methyl-pyrimidin-2-yl)-3,6-diaza-bicyclo[3.2.0]hept-3-yl]-methanone). As a reaction SMILES: C12[N:8]([C:9]3C=N[C:16]4[C:11](=CC=[CH:14][CH:15]=4)[N:10]=3)CC1CCNC2.[Br:19][C:20]1[CH:25]=[CH:24][CH:23]=[CH:22][C:21]=1[C:26]([N:28]1[CH2:34][CH:33]2[CH:30]([CH2:31][NH:32]2)[CH2:29]1)=[O:27].ClC1N=C(C)C=CN=1>>[Br:19][C:20]1[CH:25]=[CH:24][CH:23]=[CH:22][C:21]=1[C:26]([N:28]1[CH2:34][CH:33]2[CH:30]([CH2:31][N:32]2[C:9]2[N:8]=[C:15]([CH3:14])[CH:16]=[CH:11][N:10]=2)[CH2:29]1)=[O:27]. Reported procedure: The title compound was prepared in a manner analogous to Intermediate 2, Step A, using Intermediate 23 and 2-chloro-4-methylpyrimidine. MS (ESI) mass calcd. for C17H17BrN4O, 373.26; m/z found, 373.1 [M+H]+.